From a dataset of the Open Reaction Database (ORD), a public repository of structured organic reaction records. describe an organic reaction: reactants, conditions, products, and yield RXN SMILES: [C:38]([O:39][CH2:40][CH3:41])(=[O:42])[CH3:43].[CH2:35]([OH:36])[CH3:37].[CH3:1][CH:2]([CH2:3][CH2:4][N:5]([C:6](=[O:7])[c:8]1[cH:9][cH:10][c:11]([N+:26]([O-:27])=[O:28])[c:12]([NH:14][CH2:15][CH2:16][CH2:17][NH:18][C:19]([O:20][C:21]([CH3:22])([CH3:23])[CH3:24])=[O:25])[cH:13]1)[CH2:29][CH2:30][CH:31]([CH3:32])[CH3:33])[CH3:34]>>[CH3:1][CH:2]([CH2:3][CH2:4][N:5]([C:6](=[O:7])[c:8]1[cH:9][cH:10][c:11]([NH2:26])[c:12]([NH:14][CH2:15][CH2:16][CH2:17][NH:18][C:19]([O:20][C:21]([CH3:22])([CH3:23])[CH3:24])=[O:25])[cH:13]1)[CH2:29][CH2:30][CH:31]([CH3:32])[CH3:33])[CH3:34]. Starting materials: CCOC(C)=O, CCO, CC(C)CCN(CCC(C)C)C(=O)c1ccc([N+](=O)[O-])c(NCCCNC(=O)OC(C)(C)C)c1. The product is CC(C)CCN(CCC(C)C)C(=O)c1ccc(N)c(NCCCNC(=O)OC(C)(C)C)c1.